This data is from the Open Reaction Database (ORD), a public repository of structured organic reaction records. The task is: describe an organic reaction: reactants, conditions, products, and yield Starting materials: BrC1=C(C=C(N)C=C1F)F (4-bromo-3,5-difluoroaniline), C(CCC)OC=1C=C(C=CC1)B(O)O (3-butoxyphenyl boronic acid). Yields the product C(CCC)OC=1C=C(C=CC1)C1=C(C=C(C=C1F)N)F (3′-butoxy-2,6-difluorobiphenyl-4-amine). Isolated yield 62.0%. As a reaction SMILES: Br[C:2]1[C:8]([F:9])=[CH:7][C:5]([NH2:6])=[CH:4][C:3]=1[F:10].[CH2:11]([O:15][C:16]1[CH:17]=[C:18](B(O)O)[CH:19]=[CH:20][CH:21]=1)[CH2:12][CH2:13][CH3:14]>>[CH2:11]([O:15][C:16]1[CH:21]=[C:20]([C:2]2[C:8]([F:9])=[CH:7][C:5]([NH2:6])=[CH:4][C:3]=2[F:10])[CH:19]=[CH:18][CH:17]=1)[CH2:12][CH2:13][CH3:14]. Reported procedure: The title compound (172 mg) was prepared from 4-bromo-3,5-difluoroaniline (200 mg, 1 mmol) and 3-butoxyphenyl boronic acid (242 mg, 1.2 mmol) as a colourless liquid. Reactants: crude product, CCN(CC)S(F)(F)F (DAST), C(CC)[C@@H]1CC[C@H](CC1)C1CCC(CC1)=O (4-(trans-4-propylcyclohexyl)cyclohexanone), C[Si](C(F)(F)F)(C)C (trimethyl(trifluoromethyl)silane), [F-].C(CCC)[N+](CCCC)(CCCC)CCCC (tetrabutylammonium fluoride). Run in C1CCOC1 (THF), C1CCOC1 (THF). Conditions: temperature 0 celsius, time 2 hour. Product: C(CC)[C@@H]1CC[C@H](CC1)C1CC=C(CC1)C(F)(F)F (4-(trans-4-Propylcyclohexyl)-1-trifluoromethylcyclohex-1-ene). RXN SMILES: [CH2:1]([C@H:4]1[CH2:9][CH2:8][C@H:7]([CH:10]2[CH2:15][CH2:14][C:13](=O)[CH2:12][CH2:11]2)[CH2:6][CH2:5]1)[CH2:2][CH3:3].C[Si](C)(C)[C:19]([F:22])([F:21])[F:20].[F-].C([N+](CCCC)(CCCC)CCCC)CCC.CCN(S(F)(F)F)CC>C1COCC1>[CH2:1]([C@H:4]1[CH2:9][CH2:8][C@H:7]([CH:10]2[CH2:15][CH2:14][C:13]([C:19]([F:22])([F:21])[F:20])=[CH:12][CH2:11]2)[CH2:6][CH2:5]1)[CH2:2][CH3:3] |f:2.3|. Reported procedure: A mixture of 10 mmol of 4-(trans-4-propylcyclohexyl)cyclohexanone, 11 mmol of trimethyl(trifluoromethyl)silane, 10 mmol of tetrabutylammonium fluoride and 50 ml of THF is stirred for 2 hours at 0° C. After customary work-up, the crude product is dissolved in 20 mml of THF, 10 mmol of DAST are added, and the mixture is heated to boiling. After customary work-up, the crude product is purified by chromatography and crystallization. The reactants are NC1=C(C(=O)N)C=CC=N1 (2-aminonicotinamide), ClC=1C=C(CCl)C=C(C1)Cl (3,5-dichlorobenzyl chloride). Run in C(C)(=O)OCC (ethyl acetate), CN(C=O)C (N,N-dimethylformamide). Reaction conditions: temperature 80 celsius, time 14 hour. Yields the product Cl.ClC=1C=C(CN2C(C(=CC=C2)C(=O)N)=N)C=C(C1)Cl (1-(3,5-dichlorobenzyl)-2imino-1,2-dihydropyridine-3-carboxamide hydrochloride). The yield is 37.9%. As a reaction SMILES: [NH2:1][C:2]1[N:10]=[CH:9][CH:8]=[CH:7][C:3]=1[C:4]([NH2:6])=[O:5].[Cl:11][C:12]1[CH:13]=[C:14]([CH:17]=[C:18]([Cl:20])[CH:19]=1)[CH2:15]Cl>CN(C)C=O.C(OCC)(=O)C>[ClH:11].[Cl:11][C:12]1[CH:13]=[C:14]([CH:17]=[C:18]([Cl:20])[CH:19]=1)[CH2:15][N:10]1[CH:9]=[CH:8][CH:7]=[C:3]([C:4]([NH2:6])=[O:5])[C:2]1=[NH:1] |f:4.5|. Procedure: To a solution of 2-aminonicotinamide (0.18 g) in N,N-dimethylformamide (3 ml) was added 3,5-dichlorobenzyl chloride (0.31 g), and the mixture was stirred at 80° C. for 14 hr. The reaction mixture was diluted with ethyl acetate. The precipitate was collected by filtration and washed with ethyl acetate. The obtained precipitate was recrystallized from methanol-ethyl acetate to give the title compound (0.10 g).